From a dataset of the Open Reaction Database (ORD), a public repository of structured organic reaction records. describe an organic reaction: reactants, conditions, products, and yield The reactants are [H-].[Na+] (sodium hydride), COP(=O)(OC)CC(=O)OC(C)(C)C (tert-butyl dimethoxyphosphorylacetate), C(C)C(C(CC(=O)O)O)CC=C (4-Ethyl-3-hydroxyhept-6-enoic acid), C(C)(=O)[O-].[K+] (potassium acetate), ice water. Run in O1CCCC1 (tetrahydrofuran), C(C)(=O)OC(C)=O (acetic anhydride), C1(=CC=CC=C1)C (toluene). Reaction conditions: time 100 minute. Product: C(C)C=1C[C@H]2CC([C@H]2C1)=CC(=O)OC(C)(C)C (Tert-butyl(±)-(1S,5R)-3-ethylbicyclo[3.2.0]hept-3-en-6-ylideneacetate). Reaction SMILES: [CH2:1]([CH:3]([CH2:10][CH:11]=[CH2:12])[CH:4](O)[CH2:5][C:6](O)=O)[CH3:2].C([O-])(=O)C.[K+].[H-].[Na+].COP([CH2:26][C:27]([O:29][C:30]([CH3:33])([CH3:32])[CH3:31])=[O:28])(OC)=O>C(OC(=O)C)(=O)C.O1CCCC1.C1(C)C=CC=CC=1>[CH2:1]([C:3]1[CH2:10][C@@H:11]2[C@H:5]([CH:4]=1)[C:6](=[CH:26][C:27]([O:29][C:30]([CH3:33])([CH3:32])[CH3:31])=[O:28])[CH2:12]2)[CH3:2] |f:1.2,3.4|. Procedure: 4-Ethyl-3-hydroxyhept-6-enoic acid (3.13 g, 18.2 mmol) was dissolved in acetic anhydride (15 mL). To the solution, potassium acetate (4.27 g, 43.6 mmol) was added, and the mixture was stirred at room temperature for 100 minutes. The reaction solution was heated to reflux and stirred for 3.5 hours. To the reaction solution, ice water and toluene were then added, and this mixture was stirred overnight at room temperature. The mixture was separated into aqueous and organic layers by the addition of... The reactants are formula IX, C(C)(C)(C)[Si](O[C@@H]1[C@@H]2CC[C@@H]([C@]2(CCC1)C)[C@@H](C#C)C)(C)C ((1R,3aR,4S,7aR)-4-(tert-Butyl-dimethyl-silanyloxy)-7a-methyl-1-[(S)-1-methyl-propynyl]-octahydro-indene), F (Hydrofluoric acid). The solvent is C1CCOC1 (THF), [Cl-].[Na+].O (brine). Conditions: time 3 hour. Product: hexanes ethyl-acetate, C[C@@]12CCC[C@@H]([C@@H]2CC[C@@H]1[C@@H](C#C)C)O ([1R,3aR,4S,7aR]-7a-Methyl-1-[(S)-1-methyl-prop-2-ynyl]-octahydro-inden-4-ol). Yield: 85.7%. RXN SMILES: C([Si](C)(C)[O:6][C@H:7]1[CH2:15][CH2:14][CH2:13][C@@:12]2([CH3:16])[C@H:8]1[CH2:9][CH2:10][C@@H:11]2[C@H:17]([CH3:20])[C:18]#[CH:19])(C)(C)C.F>C1COCC1.[Cl-].[Na+].O>[CH3:16][C@@:12]12[C@@H:11]([C@H:17]([CH3:20])[C:18]#[CH:19])[CH2:10][CH2:9][C@H:8]1[C@@H:7]([OH:6])[CH2:15][CH2:14][CH2:13]2 |f:3.4.5|. Procedure: Typically, the compound of formula IX, (1R,3aR,4S,7aR)-4-(tert-Butyl-dimethyl-silanyloxy)-7a-methyl-1-[(S)-1-methyl-propynyl]-octahydro-indene (900 mg; 2.81 mmol) was dissolved in THF (35 ml). Hydrofluoric acid (40% aqueous solution; 18 ml) was added and the reaction mixture was stirred at room temperature for three hours. The reaction mixture was then poured on chilled brine, extracted twice with ethyl acetate, washed twice with brine, dried over anhydrous sodium sulfate and the solvent was rem... Reactants: COC(CCN1CCN(CC1)C1=CC=C(C=C1)OC1=CC=C(C=C1)C1=CSC=C1)=O (3-{4[4-(4-Thiophen-3-yl-phenoxy)-phenyl]-piperazin-1-yl}-propionic acid methyl ester), [OH-].[Na+] (NaOH). The product is [Na+].S1C=C(C=C1)C1=CC=C(OC2=CC=C(C=C2)N2CCN(CC2)CCC(=O)[O-])C=C1 (3-{4[4-(4-Thiophen-3-yl-phenoxy)-phenyl]-piperazin-1-yl}-propionic acid sodium salt). The yield is 86.3%. RXN SMILES: C[O:2][C:3](=[O:30])[CH2:4][CH2:5][N:6]1[CH2:11][CH2:10][N:9]([C:12]2[CH:17]=[CH:16][C:15]([O:18][C:19]3[CH:24]=[CH:23][C:22]([C:25]4[CH:29]=[CH:28][S:27][CH:26]=4)=[CH:21][CH:20]=3)=[CH:14][CH:13]=2)[CH2:8][CH2:7]1.[OH-].[Na+:32]>>[Na+:32].[S:27]1[CH:28]=[CH:29][C:25]([C:22]2[CH:21]=[CH:20][C:19]([O:18][C:15]3[CH:14]=[CH:13][C:12]([N:9]4[CH2:8][CH2:7][N:6]([CH2:5][CH2:4][C:3]([O-:30])=[O:2])[CH2:11][CH2:10]4)=[CH:17][CH:16]=3)=[CH:24][CH:23]=2)=[CH:26]1 |f:1.2,3.4|. Procedure: The title compound (13 mg, 86%) was prepared from the compound from step 2 (15 mg, 0.035 mmol) and 1N NaOH (0.036 mL, 0.036 mmol) by the procedure described in Example 2: MS (ESI) m/z 409 (M+H). 1H NMR (400 MHz, CD3OD) δ 2.44 (m, 2H), 2.70 (t, J=4.8 Hz, 4H), 2.76 (m, 2H), 3.17 (t, J=4.8 Hz, 4H), 6.91-6.96 (m, 4H), 7.02 (m, 2H), 7.39 (dd, J=1.6, 4.8 Hz, 1H), 7.44 (m, 1H), 7.51 (dd, J=1.2, 2.8 Hz, 1H), 7.58 (m, 2H).